This data is from the Open Reaction Database (ORD), a public repository of structured organic reaction records. The task is: describe an organic reaction: reactants, conditions, products, and yield Starting materials: Brc1ccncc1, CCCCCC, COc1cccc(CCN2C(=O)c3ccccc3C2=O)c1, CCOCC, [Cl-], Cl, [Li]CCCC, [NH4+], [Na+], C1CCOC1, [OH-]. Product: COc1cccc(CCN2C(=O)c3ccccc3C2(O)c2ccncc2)c1. As a reaction SMILES: [Br:2][c:3]1[cH:4][cH:5][n:6][cH:7][cH:8]1.[CH3:14][CH2:15][CH2:16][CH2:17][CH2:18][CH3:19].[CH3:20][O:21][c:22]1[cH:23][c:24]([CH2:28][CH2:29][N:30]2[C:31](=[O:40])[c:32]3[c:33]([cH:36][cH:37][cH:38][cH:39]3)[C:34]2=[O:35])[cH:25][cH:26][cH:27]1.[CH3:45][CH2:46][O:47][CH2:48][CH3:49].[Cl-:41].[ClH:1].[Li:9][CH2:10][CH2:11][CH2:12][CH3:13].[NH4+:42].[Na+:44].[O:50]1[CH2:51][CH2:52][CH2:53][CH2:54]1.[OH-:43]>>[c:3]1([C:34]2([OH:35])[N:30]([CH2:29][CH2:28][c:24]3[cH:23][c:22]([O:21][CH3:20])[cH:27][cH:26][cH:25]3)[C:31](=[O:40])[c:32]3[c:33]2[cH:36][cH:37][cH:38][cH:39]3)[cH:4][cH:5][n:6][cH:7][cH:8]1. Reactants: BrC1=C(C=C(C(=O)NC2[C@]3(CC[C@@H](C2(C)C)C3)C)C=C1)S(=O)(=O)N1CCOCC1 (4-Bromo-3-(morpholinosulfonyl)-N-((1S,4R)-1,3,3-trimethylbicyclo[2.2.1]heptan-2-yl)benzamide), CNC (dimethylamine), C1=CC=C(C=C1)P(C2=CC=CC=C2)C3=C(C4=CC=CC=C4C=C3)C5=C(C=CC6=CC=CC=C65)P(C7=CC=CC=C7)C8=CC=CC=C8 ((R)-(+)-2,2′-bis(diphenylphosphino)-1,1′-binaphthyl), CC(C)([O-])C.[K+] (potassium tert-butoxide). The reagents and catalysts are C=1C=CC(=CC1)/C=C/C(=O)/C=C/C2=CC=CC=C2.C=1C=CC(=CC1)/C=C/C(=O)/C=C/C2=CC=CC=C2.C=1C=CC(=CC1)/C=C/C(=O)/C=C/C2=CC=CC=C2.[Pd].[Pd] (Tris(dibenzylideneacetone)dipalladium(0)). Solvent: CN(C=O)C (N,N-dimethylformamide). Reaction conditions: temperature 100 celsius. The product is CN(C1=C(C=C(C(=O)NC2[C@]3(CC[C@@H](C2(C)C)C3)C)C=C1)S(=O)(=O)N1CCOCC1)C (4-(dimethylamino)-3-(morpholinosulfonyl)-N-((1S,4R)-1,3,3-trimethylbicyclo[2.2.1]heptan-2-yl)benzamide). The yield is 49.0%. As a reaction SMILES: Br[C:2]1[CH:20]=[CH:19][C:5]([C:6]([NH:8][CH:9]2[C:14]([CH3:16])([CH3:15])[C@H:13]3[CH2:17][C@:10]2([CH3:18])[CH2:11][CH2:12]3)=[O:7])=[CH:4][C:3]=1[S:21]([N:24]1[CH2:29][CH2:28][O:27][CH2:26][CH2:25]1)(=[O:23])=[O:22].[CH3:30][NH:31][CH3:32].C1C=CC(P(C2C=CC3C(=CC=CC=3)C=2C2C3C(=CC=CC=3)C=CC=2P(C2C=CC=CC=2)C2C=CC=CC=2)C2C=CC=CC=2)=CC=1.CC(C)([O-])C.[K+]>C1C=CC(/C=C/C(/C=C/C2C=CC=CC=2)=O)=CC=1.C1C=CC(/C=C/C(/C=C/C2C=CC=CC=2)=O)=CC=1.C1C=CC(/C=C/C(/C=C/C2C=CC=CC=2)=O)=CC=1.[Pd].[Pd].CN(C)C=O>[CH3:30][N:31]([CH3:32])[C:2]1[CH:20]=[CH:19][C:5]([C:6]([NH:8][CH:9]2[C:14]([CH3:16])([CH3:15])[C@H:13]3[CH2:17][C@:10]2([CH3:18])[CH2:11][CH2:12]3)=[O:7])=[CH:4][C:3]=1[S:21]([N:24]1[CH2:29][CH2:28][O:27][CH2:26][CH2:25]1)(=[O:23])=[O:22] |f:3.4,5.6.7.8.9|. Reported procedure: 4-Bromo-3-(morpholinosulfonyl)-N-((1S,4R)-1,3,3-trimethylbicyclo[2.2.1]heptan-2-yl)benzamide (2.4.AaBa, 0.400 g, 0.824 mmol), dimethylamine (Cd, 2 mL 2M in THF), and 3 mL N,N-dimethylformamide were mixed. Tris(dibenzylideneacetone)dipalladium(0) (0.08 g, 0.08 mmol), (R)-(+)-2,2′-bis(diphenylphosphino)-1,1′-binaphthyl (0.05 g, 0.08 mmol), and potassium tert-butoxide (0.9 g, 8 mmol) were then added. The reaction was heated to at 100° C. for 24 hours. After aqueous workup and acidic extraction, the... Reactants: C(C1=CC=CC=C1)OC1=CC=C(C(=O)O)C=C1 (4-benzyloxybenzoic acid), N=C=N (carbodiimide), N1[C@@H](CCC1)CN1CCCC1 ((S)(+)-1-(2-pyrrolidinylmethyl)pyrrolidine). Solvent: CN(C)C=O (DMF), C(Cl)Cl (CH2Cl2). Reaction conditions: time 3 day. The product is C(C1=CC=CC=C1)OC1=CC=C(C=C1)C(=O)N1[C@@H](CCC1)CN1CCCC1 ((4-Benzyloxy-phenyl)-(2-(S)-pyrrolidin-1-ylmethyl -pyrrolidin-1-yl)-methanone). As a reaction SMILES: [CH2:1]([O:8][C:9]1[CH:17]=[CH:16][C:12]([C:13]([OH:15])=O)=[CH:11][CH:10]=1)[C:2]1[CH:7]=[CH:6][CH:5]=[CH:4][CH:3]=1.N=C=N.[NH:21]1[CH2:25][CH2:24][CH2:23][C@H:22]1[CH2:26][N:27]1[CH2:31][CH2:30][CH2:29][CH2:28]1>CN(C=O)C.C(Cl)Cl>[CH2:1]([O:8][C:9]1[CH:10]=[CH:11][C:12]([C:13]([N:21]2[CH2:25][CH2:24][CH2:23][C@H:22]2[CH2:26][N:27]2[CH2:31][CH2:30][CH2:29][CH2:28]2)=[O:15])=[CH:16][CH:17]=1)[C:2]1[CH:3]=[CH:4][CH:5]=[CH:6][CH:7]=1. Reported procedure: To a suspension of 4-benzyloxybenzoic acid (116 mg, 0.51 mmol) and PS-carbodiimide (500 mg, 0.66 mmol, 1.32 mmol/g) in 5% DMF in CH2Cl2 (5 mL) is added (S)(+)-1-(2-pyrrolidinylmethyl)pyrrolidine (80 mg, 0.51 mmol). The mixture is stirred at room temperature for 3 days. The reaction mixture is filtered, and the resin is washed with CH2Cl2. The filtrate is concentrated and applied to silica-gel column chromatography (in CH2Cl2 followed by 5% 2M NH3 in MeOH/CH2Cl2) to give the product. 62.7 mg (34%... The reactants are C(C)(=O)NNC(C1=CC=CC=C1)=O (1-acetyl-2-benzoylhydrazine), TEA, C11H15N3O3, COC1=CC=C(C(=O)NN)C=C1 (4-methoxybenzoylhydrazine), N(C)(C)C(=O)Cl ((CH3)2NCOCl). Product: CN(C(=O)NNC(C1=CC=C(C=C1)OC)=O)C (1-(N,N-Dimethylcarbamyl)-2-(4-methoxybenzoyl)hydrazine). RXN SMILES: C(NNC(=O)C1C=CC=CC=1)(=O)C.[CH3:14][O:15][C:16]1[CH:25]=[CH:24][C:19]([C:20]([NH:22][NH2:23])=[O:21])=[CH:18][CH:17]=1.[N:26]([C:29](Cl)=[O:30])([CH3:28])[CH3:27]>>[CH3:27][N:26]([CH3:28])[C:29]([NH:23][NH:22][C:20](=[O:21])[C:19]1[CH:18]=[CH:17][C:16]([O:15][CH3:14])=[CH:25][CH:24]=1)=[O:30]. Reported procedure: Synthesis and isolation were same as for 1-acetyl-2-benzoylhydrazine, using 1.8 g (10.8 mmol) of 4-methoxybenzoylhydrazine, 1.2 g (11.1 mmol) of (CH3)2NCOCl, and 1.1 g of TEA. Yield was 1.5 g (59%). MS (EI, m/e) calcd for C11H15N3O3 237, found 237 (M+, 8.3); mp 218-220° C. Reactants: Cl (hydrochloric acid), C(C=1C(N)=CC=CC1)(=O)O (anthranilic acid), C([O-])([O-])=O.[Na+].[Na+] (sodium carbonate), BrC1C(=O)OCC1 (α-bromo-γ-butyrolactone). Run in O (water). Run at time 1 hour. Yields the product C(=O)(O)C1=C(C=CC=C1)NC1C(=O)OCC1 (α-[(2-carboxyphenyl)amino]-γ-butyrolactone). As a reaction SMILES: [C:1]([OH:10])(=[O:9])[C:2]1[C:3](=[CH:5][CH:6]=[CH:7][CH:8]=1)[NH2:4].C(=O)([O-])[O-].[Na+].[Na+].Br[CH:18]1[CH2:23][CH2:22][O:21][C:19]1=[O:20].Cl>O>[C:1]([C:2]1[CH:8]=[CH:7][CH:6]=[CH:5][C:3]=1[NH:4][CH:18]1[CH2:23][CH2:22][O:21][C:19]1=[O:20])([OH:10])=[O:9] |f:1.2.3|. Procedure details: A mixture of 68.6 g of anthranilic acid, 132.2 g of sodium carbonate and 400 ml of water was stirred at room temperature for 1 hour and, under ice-cooling, 103.2 g of α-bromo-γ-butyrolactone was added dropwise. The mixture was stirred under ice-cooling for 5 hours and, then, at room temperature for 24 hours. The mixture was made acidic with hydrochloric acid, extracted with ethyl acetate, washed with water and dried over magnesium sulfate. The ethyl acetate was distilled off and ethyl ether was ...